This data is from the Open Reaction Database (ORD), a public repository of structured organic reaction records. The task is: describe an organic reaction: reactants, conditions, products, and yield Starting materials: N1=CC(=CC=C1)CSC1=C(C(=O)OC)C=CC=C1 (Methyl 2-(pyridin-3-ylmethylthio)benzoate), [Li+].[OH-] (LiOH), O (H2O). The solvent is CO.O (MeOH H2O). Conditions: time 8 hour. Yields the product N1=CC(=CC=C1)CSC1=C(C(=O)O)C=CC=C1 (2-(pyridin-3-ylmethylthio)benzoic acid). The yield is 67.3%. Reaction SMILES: [N:1]1[CH:6]=[CH:5][CH:4]=[C:3]([CH2:7][S:8][C:9]2[CH:18]=[CH:17][CH:16]=[CH:15][C:10]=2[C:11]([O:13]C)=[O:12])[CH:2]=1.[Li+].[OH-].O>CO.O>[N:1]1[CH:6]=[CH:5][CH:4]=[C:3]([CH2:7][S:8][C:9]2[CH:18]=[CH:17][CH:16]=[CH:15][C:10]=2[C:11]([OH:13])=[O:12])[CH:2]=1 |f:1.2,4.5|. Procedure: To a solution of compound 3 (55.0 g, 0.212 mol) in MeOH/H2O (300 mL/50 mL) was added LiOH. H2O (17.8 g, 0.425 mol) in portions at 0° C. The reaction mixture was stirred at room temperature overnight and TLC showed the starting material was consumed. The solvent was removed under reduced pressure. The residue was diluted with water, and extracted with Et2O (2×1 L) to remove neutral impurities. The aqueous layer was adjusted to pH 3-4 with 1 N aq. HCl (50 mL) and extracted with EtOAc (2×1 L). The ...